This data is from the Open Reaction Database (ORD), a public repository of structured organic reaction records. The task is: describe an organic reaction: reactants, conditions, products, and yield Starting materials: ethyl ester, BrC1C(C(CCC1)C(=O)O)=O (3-bromo-2-oxocyclohexanecarboxylic acid), ClC=1C=C(N)C=CC1C (3-chloro-4-methylaniline). Yields the product ethyl ester, ClC1=C(C=C2C=3CCCC(C3NC2=C1)C(=O)O)C (7-chloro-6-methyl-1,2,3,4-tetrahydrocarbazole-1-carboxylic acid). RXN SMILES: Br[CH:2]1[CH2:7][CH2:6][CH2:5][CH:4]([C:8]([OH:10])=[O:9])[C:3]1=O.[Cl:12][C:13]1[CH:14]=[C:15]([CH:17]=[CH:18][C:19]=1[CH3:20])[NH2:16]>>[Cl:12][C:13]1[CH:14]=[C:15]2[C:17]([C:2]3[CH2:7][CH2:6][CH2:5][CH:4]([C:8]([OH:10])=[O:9])[C:3]=3[NH:16]2)=[CH:18][C:19]=1[CH3:20]. Procedure: Under the conditions of Example 7(a), 10 g. of the ethyl ester of 3-bromo-2-oxocyclohexanecarboxylic acid is reacted with 3-chloro-4-methylaniline to obtain the ethyl ester of 7-chloro-6-methyl-1,2,3,4-tetrahydrocarbazole-1-carboxylic acid and the ethyl ester of 5-chloro-6-methyl-1,2,3,4-tetrahydrocarbazole-1-carboxylic acid, which are separated by chromatography. Starting materials: CC(C)(C)[O-], CI, CN(C)C=O, COC1N=C(c2ccccc2Cl)c2cc(Cl)ccc2-c2c[nH]cc21, [K+], O. The product is COC1N=C(c2ccccc2Cl)c2cc(Cl)ccc2-c2cn(C)cc21. Reaction SMILES: [CH3:25][C:26]([CH3:27])([O-:28])[CH3:29].[CH3:31][I:32].[CH3:33][N:34]([CH3:35])[CH:36]=[O:37].[Cl:1][c:2]1[cH:3][c:4]2[c:5]([cH:23][cH:24]1)-[c:6]1[c:7]([cH:20][nH:21][cH:22]1)[CH:8]([O:18][CH3:19])[N:9]=[C:10]2[c:11]1[c:12]([Cl:17])[cH:13][cH:14][cH:15][cH:16]1.[K+:30].[OH2:38]>>[Cl:1][c:2]1[cH:3][c:4]2[c:5]([cH:23][cH:24]1)-[c:6]1[c:7]([cH:20][n:21]([CH3:25])[cH:22]1)[CH:8]([O:18][CH3:19])[N:9]=[C:10]2[c:11]1[c:12]([Cl:17])[cH:13][cH:14][cH:15][cH:16]1.